This data is from the Open Reaction Database (ORD), a public repository of structured organic reaction records. The task is: describe an organic reaction: reactants, conditions, products, and yield Reactants: [OH-].[Na+] (sodium hydroxide), COC(=O)C1=C(N=NS1)C (4-Methyl-[1,2,3]thiadiazole-5-carboxylic acid methyl ester), Cl (hydrochloric acid). Run in CO (methanol). Run at time 1 hour. Product: CC=1N=NSC1C(=O)O (4-Methyl-[1,2,3]thiadiazole-5-carboxylic acid). As a reaction SMILES: C[O:2][C:3]([C:5]1[S:9][N:8]=[N:7][C:6]=1[CH3:10])=[O:4].[OH-].[Na+].Cl>CO>[CH3:10][C:6]1[N:7]=[N:8][S:9][C:5]=1[C:3]([OH:4])=[O:2] |f:1.2|. Procedure: 4-Methyl-[1,2,3]thiadiazole-5-carboxylic acid methyl ester (1.7 g) is dissolved in methanol (15 mL) and treated with 1N sodium hydroxide (16 mL). After stirring at room temperature for 1 hour, the reaction is treated with concentrated hydrochloric acid (1.5 mL) and concentrated under reduced pressure. The resulting turbid aqueous layer is extracted twice with diethyl ether and the pooled organic layers are dried over anhydrous magnesium sulfate, filtered and concentrated under reduced pressure t... The reactants are C(c1ccc(cc1[Br])I)=O, CC1=CN=C(C=C1)N, [C-]#[N+]C1CCCCC1. The reagents and catalysts are O=C(O)C(F)(F)F (trifluoroacetic acid). Solvent: CC(C)O (isopropyl alcohol), CC(C)O (isopropylalcohol). Conditions: temperature 22 celsius, time 20 hour. Product: Cc1ccc2nc(c3ccc(cc3[Br])I)c(NC3CCCCC3)n2c1. Yield: 1.6%. RXN SMILES: CC1=CC=C(N)N=C1.[C-]#[N+]C1CCCCC1.BrC1=C(C=O)C=CC(I)=C1>>CC1=CN2C(C=C1)=NC(=C2NC1CCCCC1)C1=C(Br)C=C(I)C=C1.